From a dataset of the Open Reaction Database (ORD), a public repository of structured organic reaction records. describe an organic reaction: reactants, conditions, products, and yield Reactants: N#CN1CCC2(CC1)C(=O)Nc1ccc(Br)cc12, ClCCl, [Na+], [OH-], OCCO. Yields the product O=C1Nc2ccc(Br)cc2C12CCNCC2. RXN SMILES: [Br:1][c:2]1[cH:3][c:4]2[c:8]([cH:9][cH:10]1)[NH:7][C:6](=[O:11])[C:5]21[CH2:12][CH2:13][N:14]([C:17]#[N:18])[CH2:15][CH2:16]1.[CH2:25]([Cl:26])[Cl:27].[Na+:20].[OH-:19].[OH:21][CH2:22][CH2:23][OH:24]>>[Br:1][c:2]1[cH:3][c:4]2[c:8]([cH:9][cH:10]1)[NH:7][C:6](=[O:11])[C:5]21[CH2:12][CH2:13][NH:14][CH2:15][CH2:16]1. Yields the product CON(C)C(=O)c1ccc([N+](=O)[O-])c(NCC(C)C)c1. The reactants are CC(C)CN, CC#N, CON(C)C(=O)c1ccc([N+](=O)[O-])c(F)c1. RXN SMILES: [CH2:1]([CH:2]([CH3:3])[CH3:4])[NH2:5].[CH3:22][C:23]#[N:24].[CH3:6][N:7]([C:8]([c:9]1[cH:10][c:11]([F:18])[c:12]([N+:15](=[O:16])[O-:17])[cH:13][cH:14]1)=[O:19])[O:20][CH3:21]>>[CH2:1]([CH:2]([CH3:3])[CH3:4])[NH:5][c:11]1[cH:10][c:9]([C:8]([N:7]([CH3:6])[O:20][CH3:21])=[O:19])[cH:14][cH:13][c:12]1[N+:15](=[O:16])[O-:17]. Starting materials: CCS(=O)(=O)Cl, CCOC(C)=O, NCCc1cncc(-c2cccc(Cl)c2Cl)c1, O, c1ccncc1. Product: CCS(=O)(=O)NCCc1cncc(-c2cccc(Cl)c2Cl)c1. As a reaction SMILES: [CH2:18]([CH3:19])[S:20](=[O:21])(=[O:22])[Cl:23].[CH3:30][CH2:31][O:32][C:33]([CH3:34])=[O:35].[Cl:1][c:2]1[c:3](-[c:9]2[cH:10][c:11]([CH2:15][CH2:16][NH2:17])[cH:12][n:13][cH:14]2)[cH:4][cH:5][cH:6][c:7]1[Cl:8].[OH2:36].[cH:24]1[cH:25][cH:26][n:27][cH:28][cH:29]1>>[Cl:1][c:2]1[c:3](-[c:9]2[cH:10][c:11]([CH2:15][CH2:16][NH:17][S:20]([CH2:18][CH3:19])(=[O:21])=[O:22])[cH:12][n:13][cH:14]2)[cH:4][cH:5][cH:6][c:7]1[Cl:8].